Dataset: the Open Reaction Database (ORD), a public repository of structured organic reaction records. Task: describe an organic reaction: reactants, conditions, products, and yield Starting materials: C(C1=CC=CC=C1)OC(=O)[C@@H]1CC[C@@H](CC1)NC(=O)C=1C(=NC=CC1)OC1=CC=C(C=C1)SC (cis-4-{[2-(4-methylsulfanyl-phenoxy)-pyridine-3-carbonyl]-amino}-cyclohexanecarboxylic acid benzyl ester). The reagents and catalysts are [Pd] (palladium black). Run in C(=O)O (formic acid), CO (methanol), CN(C=O)C (dimethylformamide), C(=O)O (formic acid), CO (methanol). Conditions: time 2.5 hour. Yields the product CSC1=CC=C(OC2=NC=CC=C2C(=O)N[C@H]2CC[C@H](CC2)C(=O)O)C=C1 (cis-4-{[2-(4-methylsulfanyl-phenoxy)-pyridine-3-carbonyl]-amino}-cyclohexanecarboxylic acid). The yield is 76.5%. RXN SMILES: C([O:8][C:9]([C@H:11]1[CH2:16][CH2:15][C@@H:14]([NH:17][C:18]([C:20]2[C:21]([O:26][C:27]3[CH:32]=[CH:31][C:30]([S:33][CH3:34])=[CH:29][CH:28]=3)=[N:22][CH:23]=[CH:24][CH:25]=2)=[O:19])[CH2:13][CH2:12]1)=[O:10])C1C=CC=CC=1>C(O)=O.CO.CN(C)C=O.[Pd]>[CH3:34][S:33][C:30]1[CH:29]=[CH:28][C:27]([O:26][C:21]2[C:20]([C:18]([NH:17][C@@H:14]3[CH2:13][CH2:12][C@H:11]([C:9]([OH:10])=[O:8])[CH2:16][CH2:15]3)=[O:19])=[CH:25][CH:24]=[CH:23][N:22]=2)=[CH:32][CH:31]=1. Reported procedure: cis-4-{[2-(4-methylsulfanyl-phenoxy)-pyridine-3-carbonyl]-amino}-cyclohexanecarboxylic acid benzyl ester (4.35 g, 9.13 mmol) was dissolved in a solution of 4.4% formic acid in methanol (100 ml) and dimethylformamide (25 ml) and this was added to a suspension of palladium black (5 g) in 4.4% formic acid in methanol (300 ml) at room temperature under nitrogen. The mixture was stirred for 2.5 h, then filtered through arbocel washing with methanol (4×200 ml). The filtrates were concentrated under re... Starting materials: ClC1=NC2=CC=CC=C2C(=C1[N+](=O)[O-])Cl (2,4-Dichloro-3-nitroquinoline), C(C)(C)(C)OC(=O)NCCCN (N-(tert-butoxycarbonyl)-1,3-propanediamine). Solvent: C(C)N(CC)CC (triethylamine). Conditions: time 1.5 hour. Product: C(C)(C)(C)OC(=O)NCCCNC1=C(C(=NC2=CC=CC=C12)Cl)[N+](=O)[O-] (4-[3-(tert-butoxycarbonylamino)propylamino]-2-chloro-3-nitroquinoline). Yield: 66.4%. RXN SMILES: [Cl:1][C:2]1[C:11]([N+:12]([O-:14])=[O:13])=[C:10](Cl)[C:9]2[C:4](=[CH:5][CH:6]=[CH:7][CH:8]=2)[N:3]=1.[C:16]([O:20][C:21]([NH:23][CH2:24][CH2:25][CH2:26][NH2:27])=[O:22])([CH3:19])([CH3:18])[CH3:17]>C(N(CC)CC)C>[C:16]([O:20][C:21]([NH:23][CH2:24][CH2:25][CH2:26][NH:27][C:10]1[C:9]2[C:4](=[CH:5][CH:6]=[CH:7][CH:8]=2)[N:3]=[C:2]([Cl:1])[C:11]=1[N+:12]([O-:14])=[O:13])=[O:22])([CH3:19])([CH3:18])[CH3:17]. Procedure details: 0.59 g (2.41 mmol) of 2,4-Dichloro-3-nitroquinoline and 0.42 g (2.41 mmol) of N-(tert-butoxycarbonyl)-1,3-propanediamine were heated at 70° C. in 10 ml of triethylamine and stirred for 1.5 hours. Triethylamine was distilled off under reduced pressure. The resulting residue was dissolved in methylene chloride, washed with water, and dried (Na2SO4). After the solvent was distilled off under reduced pressure, the residue was triturated with methanol and filtered to obtain 0.61 g (1.60 mmol) of 4-[3...